This data is from the Open Reaction Database (ORD), a public repository of structured organic reaction records. The task is: describe an organic reaction: reactants, conditions, products, and yield The reactants are Cc1c(C(=O)O)cnn1-c1cccc(Cl)c1, N#Cc1cc(N)ccc1N1CCN(C2CCOCC2)CC1. The product is Cc1c(C(=O)Nc2ccc(N3CCN(C4CCOCC4)CC3)c(C#N)c2)cnn1-c1cccc(Cl)c1. As a reaction SMILES: [Cl:1][c:2]1[cH:3][c:4](-[n:8]2[n:9][cH:10][c:11]([C:14](=[O:15])[OH:16])[c:12]2[CH3:13])[cH:5][cH:6][cH:7]1.[NH2:17][c:18]1[cH:19][cH:20][c:21]([N:26]2[CH2:27][CH2:28][N:29]([CH:32]3[CH2:33][CH2:34][O:35][CH2:36][CH2:37]3)[CH2:30][CH2:31]2)[c:22]([C:23]#[N:24])[cH:25]1>>[Cl:1][c:2]1[cH:3][c:4](-[n:8]2[n:9][cH:10][c:11]([C:14](=[O:16])[NH:17][c:18]3[cH:19][cH:20][c:21]([N:26]4[CH2:27][CH2:28][N:29]([CH:32]5[CH2:33][CH2:34][O:35][CH2:36][CH2:37]5)[CH2:30][CH2:31]4)[c:22]([C:23]#[N:24])[cH:25]3)[c:12]2[CH3:13])[cH:5][cH:6][cH:7]1. Starting materials: C1(=CC=CC=C1)N=C=O (phenyl isocyanate), NC(C(=O)O)C1=C(C=CC=C1)OCCN(C)C (2-amino-2-{[2(N,N-dimethylamino)ethyl]oxy-phenyl}-acetic acid), [OH-].[K+] (potassium hydroxide). Run in O (water). Reaction conditions: time 12 hour. The product is CN(C)CCOC1=C(C=CC=C1)C1C(N(C(N1)=O)C1=CC=CC=C1)=O (5-{2-[2(N,N-dimethylamino)ethyl]oxy-phenyl}-3-phenyl-imidazolidine-2,4-dione). As a reaction SMILES: [C:1]1([N:7]=[C:8]=[O:9])[CH:6]=[CH:5][CH:4]=[CH:3][CH:2]=1.[NH2:10][CH:11]([C:15]1[CH:20]=[CH:19][CH:18]=[CH:17][C:16]=1[O:21][CH2:22][CH2:23][N:24]([CH3:26])[CH3:25])[C:12]([OH:14])=O.[OH-].[K+]>O>[CH3:25][N:24]([CH2:23][CH2:22][O:21][C:16]1[CH:17]=[CH:18][CH:19]=[CH:20][C:15]=1[CH:11]1[NH:10][C:8](=[O:9])[N:7]([C:1]2[CH:6]=[CH:5][CH:4]=[CH:3][CH:2]=2)[C:12]1=[O:14])[CH3:26] |f:2.3|. Procedure: 1.4 ml of phenyl isocyanate are slowly added to a solution of 4 g of 2-amino-2-{[2(N,N-dimethylamino)ethyl]oxy-phenyl}-acetic acid and 1.65 g of potassium hydroxide in water (about 20 ml). The mixture is stirred for 12 hours at ambient temperature, filtered, acidified with aqueous HCl solution (10%) (about pH 2) and refluxed. After 6 hours it is slowly cooled and made alkaline with aqueous Na2CO3 solution (10%). The precipitate obtained is recrystallised from ethyl acetate. 3 g of the title comp...